Dataset: the Open Reaction Database (ORD), a public repository of structured organic reaction records. Task: describe an organic reaction: reactants, conditions, products, and yield Reactants: O=C(O)c1cnc(Cl)cc1Nc1ccc(Br)cc1Cl, O=C1CCC(=O)N1Cl, [Na+], [Na+], CN(C)C=O, O, O=S([O-])S(=O)(=O)[O-]. The product is O=C(O)c1cnc(Cl)c(Cl)c1Nc1ccc(Br)cc1Cl. As a reaction SMILES: [Br:1][c:2]1[cH:3][c:4]([Cl:19])[c:5]([NH:8][c:9]2[cH:10][c:11]([Cl:18])[n:12][cH:13][c:14]2[C:15](=[O:16])[OH:17])[cH:6][cH:7]1.[Cl:20][N:21]1[C:22](=[O:23])[CH2:24][CH2:25][C:26]1=[O:27].[Na+:35].[Na+:36].[O:37]=[CH:38][N:39]([CH3:40])[CH3:41].[OH2:42].[S:28]([S:29]([O-:30])=[O:31])([O-:32])(=[O:33])=[O:34]>>[Br:1][c:2]1[cH:3][c:4]([Cl:19])[c:5]([NH:8][c:9]2[c:10]([Cl:20])[c:11]([Cl:18])[n:12][cH:13][c:14]2[C:15](=[O:16])[OH:17])[cH:6][cH:7]1. The reactants are FC1=C(C=C(C=C1)C(=O)C(F)(F)F)OC (trifluoromethyl 4-fluoro-3-methoxyphenyl ketone), ketal, C[Si](C)(C)I (trimethylsilyl iodide), [OH-].[Na+] (sodium hydroxide), BrC1=CC=CC=C1 (bromobenzene). The product is FC1=C(C=C(C=C1)C(=O)C(F)(F)F)OC1=CC=CC=C1 (trifluoromethyl (4-fluoro-3-phenoxyphenyl) ketone). As a reaction SMILES: [F:1][C:2]1[CH:7]=[CH:6][C:5]([C:8]([C:10]([F:13])([F:12])[F:11])=[O:9])=[CH:4][C:3]=1[O:14][CH3:15].C[Si](I)(C)C.[OH-].[Na+].Br[C:24]1[CH:29]=[CH:28]C=[CH:26][CH:25]=1>>[F:1][C:2]1[CH:7]=[CH:6][C:5]([C:8]([C:10]([F:13])([F:12])[F:11])=[O:9])=[CH:4][C:3]=1[O:14][C:15]1[CH:28]=[CH:29][CH:24]=[CH:25][CH:26]=1 |f:2.3|. Procedure details: Trifluoromethyl 4-fluoro-3-phenoxyphenyl ketone may be prepared using the following procedure. Bromination of 2-fluoroanisole yields a mixture of bromo-2-fluoroanisole isomers from which 5-bromo-2-fluoroanisole is isolated. The Grignard reagent of 5-bromo-2-fluoroanisole is then prepared and is in turn reacted with N-methoxy-N-methyl-2,2,2-trifluoroacetamide in tetrahydrofuran, yielding trifluoromethyl 4-fluoro-3-methoxyphenyl ketone. This ketone is protected by formation of the corresponding ke...